This data is from the Open Reaction Database (ORD), a public repository of structured organic reaction records. The task is: describe an organic reaction: reactants, conditions, products, and yield Starting materials: C=CCc1ccc(-c2nc3cc(C#N)cc(C(C)C)c3o2)cc1, ClCCl, CC#N, [K+], [K+], OO, O=P([O-])([O-])O. The product is CC(C)c1cc(C#N)cc2nc(-c3ccc(CC4CO4)cc3)oc12. Reaction SMILES: [CH2:1]([CH:2]=[CH2:3])[c:4]1[cH:5][cH:6][c:7](-[c:10]2[o:11][c:12]3[c:13]([n:14]2)[cH:15][c:16]([C:22]#[N:23])[cH:17][c:18]3[CH:19]([CH3:20])[CH3:21])[cH:8][cH:9]1.[CH2:36]([Cl:37])[Cl:38].[CH3:24][C:25]#[N:26].[K+:34].[K+:35].[OH:27][OH:28].[P:29](=[O:30])([O-:31])([O-:32])[OH:33]>>[CH2:1]([CH:2]1[CH2:3][O:30]1)[c:4]1[cH:5][cH:6][c:7](-[c:10]2[o:11][c:12]3[c:13]([n:14]2)[cH:15][c:16]([C:22]#[N:23])[cH:17][c:18]3[CH:19]([CH3:20])[CH3:21])[cH:8][cH:9]1. The reactants are C(C1=CC=CC=C1)(C1=CC=CC=C1)=NC=1N=C2C(=NC1)N(C=C2C(C(C)(C)C)=O)COCC[Si](C)(C)C (1-[2-(benzhydrylidene-amino)-5-(2-trimethylsilanyl-ethoxymethyl)-5H-pyrrolo[2,3-b]pyrazin-7-yl]-2,2-dimethyl-propan-1-one), C(C)(=O)[O-].[Na+] (sodium acetate), Cl.NO (hydroxylamine hydrochloride). Solvent: CO (methanol). Conditions: time 1 hour. The product is EtOAc hexanes, NC=1N=C2C(=NC1)N(C=C2C(C(C)(C)C)=O)COCC[Si](C)(C)C (1-[2-amino-5-(2-trimethylsilanyl-ethoxymethyl)-5H-pyrrolo[2,3-b]pyrazin-7-yl]-2,2-dimethyl-propan-1-one). Yield: 78.6%. Reaction SMILES: C(=[N:14][C:15]1[N:16]=[C:17]2[C:23]([C:24](=[O:29])[C:25]([CH3:28])([CH3:27])[CH3:26])=[CH:22][N:21]([CH2:30][O:31][CH2:32][CH2:33][Si:34]([CH3:37])([CH3:36])[CH3:35])[C:18]2=[N:19][CH:20]=1)(C1C=CC=CC=1)C1C=CC=CC=1.C([O-])(=O)C.[Na+].Cl.NO>CO>[NH2:14][C:15]1[N:16]=[C:17]2[C:23]([C:24](=[O:29])[C:25]([CH3:26])([CH3:27])[CH3:28])=[CH:22][N:21]([CH2:30][O:31][CH2:32][CH2:33][Si:34]([CH3:35])([CH3:37])[CH3:36])[C:18]2=[N:19][CH:20]=1 |f:1.2,3.4|. Reported procedure: A mixture of 1-[2-(benzhydrylidene-amino)-5-(2-trimethylsilanyl-ethoxymethyl)-5H-pyrrolo[2,3-b]pyrazin-7-yl]-2,2-dimethyl-propan-1-one (0.670 g, 1.31 mmol), sodium acetate (0.258 g, 3.14 mmol) and hydroxylamine hydrochloride (0.164 g, 2.36 mmol) in 13 mL of methanol was stirred for 1 h, then concentrated to a residue. Column chromatography (10→50% EtOAc/hexanes) afforded 0.359 g (79%) of 1-[2-amino-5-(2-trimethylsilanyl-ethoxymethyl)-5H-pyrrolo[2,3-b]pyrazin-7-yl]-2,2-dimethyl-propan-1-one as a ... Reactants: ClC1=C(C(=C(C=C1OC)OC)Cl)C1=CC2=C(C=N1)C(=NN2)C=2C=NN(C2)CC(=O)O ({4-[6-(2,6-dichloro-3,5-dimethoxyphenyl)-1H-pyrazolo[4,3-c]pyridin-3-yl]-1H-pyrazol-1-yl}acetic acid), Cl.N1CC(CC1)C#N (pyrrolidine-3-carbonitrile hydrochloride). Product: ClC1=C(C(=C(C=C1OC)OC)Cl)C1=CC2=C(C=N1)C(=NN2)C=2C=NN(C2)CC(=O)N2CC(CC2)C#N (1-({4-[6-(2,6-Dichloro-3,5-dimethoxyphenyl)-1H-pyrazolo[4,3-c]pyridin-3-yl]-1H-pyrazol-1-yl}acetyl)pyrrolidine-3-carbonitrile). Reaction SMILES: [Cl:1][C:2]1[C:7]([O:8][CH3:9])=[CH:6][C:5]([O:10][CH3:11])=[C:4]([Cl:12])[C:3]=1[C:13]1[N:18]=[CH:17][C:16]2[C:19]([C:22]3[CH:23]=[N:24][N:25]([CH2:27][C:28](O)=[O:29])[CH:26]=3)=[N:20][NH:21][C:15]=2[CH:14]=1.Cl.[NH:32]1[CH2:36][CH2:35][CH:34]([C:37]#[N:38])[CH2:33]1>>[Cl:12][C:4]1[C:5]([O:10][CH3:11])=[CH:6][C:7]([O:8][CH3:9])=[C:2]([Cl:1])[C:3]=1[C:13]1[N:18]=[CH:17][C:16]2[C:19]([C:22]3[CH:23]=[N:24][N:25]([CH2:27][C:28]([N:32]4[CH2:36][CH2:35][CH:34]([C:37]#[N:38])[CH2:33]4)=[O:29])[CH:26]=3)=[N:20][NH:21][C:15]=2[CH:14]=1 |f:1.2|. Procedure: This compound was prepared by using procedures analogous to those described for the synthesis of Example 36, Step 2, starting from {4-[6-(2,6-dichloro-3,5-dimethoxyphenyl)-1H-pyrazolo[4,3-c]pyridin-3-yl]-1H-pyrazol-1-yl}acetic acid and pyrrolidine-3-carbonitrile hydrochloride. LCMS (M+H)+=526.2/528.1.